From a dataset of the Open Reaction Database (ORD), a public repository of structured organic reaction records. describe an organic reaction: reactants, conditions, products, and yield Starting materials: CC(C)(C)OC(=O)N1CCC(=O)CC1, CCN, CCO, O. The product is CC(C)(C)OC(=O)N1CCC(CCN)CC1. Reaction SMILES: [C:1]([CH3:2])([CH3:3])([CH3:4])[O:5][C:6](=[O:7])[N:8]1[CH2:9][CH2:10][C:11](=[O:14])[CH2:12][CH2:13]1.[CH3:15][CH2:16][NH2:17].[CH3:19][CH2:20][OH:21].[OH2:18]>>[C:1]([CH3:2])([CH3:3])([CH3:4])[O:5][C:6](=[O:7])[N:8]1[CH2:9][CH2:10][CH:11]([CH2:15][CH2:16][NH2:17])[CH2:12][CH2:13]1. The reactants are [OH-].[Na+] (NaOH), OC1=CC=C(C(=O)O)C=C1 (4-hydroxybenzoic acid), C(C1=CC=CC=C1)Cl (benzyl chloride). Run in O (water), C(C)O (ethanol). Reaction conditions: time 2 hour. Yields the product C(C1=CC=CC=C1)C1=C(C(=O)O)C=CC(=C1)O (benzyl-4-hydroxybenzoic acid). The yield is 44.4%. As a reaction SMILES: [OH:1][C:2]1[CH:10]=[CH:9][C:5]([C:6]([OH:8])=[O:7])=[CH:4][CH:3]=1.[OH-].[Na+].[CH2:13](Cl)[C:14]1[CH:19]=[CH:18][CH:17]=[CH:16][CH:15]=1>C(O)C.O>[CH2:13]([C:9]1[CH:10]=[C:2]([OH:1])[CH:3]=[CH:4][C:5]=1[C:6]([OH:8])=[O:7])[C:14]1[CH:19]=[CH:18][CH:17]=[CH:16][CH:15]=1 |f:1.2|. Procedure: Separately, 60 g of 4-hydroxybenzoic acid was dissolved in 500 ml of ethanol, and a solution of 15 g of NaOH in 500 ml of water was added thereto. To the mixture was added 50 g of benzyl chloride, followed by stirring for 2 hours at room temperature and 2 hours of heat refluxing. After distilling off the solvent, the product was recrystallized from ethanol to obtain 40 g of benzyl-4-hydroxybenzoic acid. Then, 17 g of the benzyl-4-hydroxybenzoic acid was dissolved in 100 ml of pyridine, and 8 g o... Reactants: Br, C=CC(=O)OC(C)(C)C, CCN(C(C)C)C(C)C, Oc1ccc2c(c1)CCNC2, CO. Yields the product CC(C)(C)OC(=O)CCN1CCc2cc(O)ccc2C1. As a reaction SMILES: [BrH:1].[C:13]([CH:14]=[CH2:15])(=[O:16])[O:17][C:18]([CH3:19])([CH3:20])[CH3:21].[CH2:22]([N:23]([CH:24]([CH3:25])[CH3:26])[CH:27]([CH3:28])[CH3:29])[CH3:30].[CH2:2]1[NH:3][CH2:4][CH2:5][c:6]2[cH:7][c:8]([OH:12])[cH:9][cH:10][c:11]21.[CH3:31][OH:32]>>[CH2:2]1[N:3]([CH2:15][CH2:14][C:13](=[O:16])[O:17][C:18]([CH3:19])([CH3:20])[CH3:21])[CH2:4][CH2:5][c:6]2[cH:7][c:8]([OH:12])[cH:9][cH:10][c:11]21. The reactants are C1(=CC=CC=C1)CCCC(C)O (5-phenyl-2-pentanol), P(Br)(Br)(Br)(Br)Br (phosphorus pentabromide), BrBr (bromine), P(Br)(Br)Br (phosphorous tribromide). Solvent: O (Water), C(Cl)Cl (methylene chloride), C(Cl)Cl (methylene chloride), C(Cl)Cl (methylene chloride). Reaction conditions: temperature 0 celsius, time 2.5 hour. The product is BrC(C)CCCC1=CC=CC=C1 (2-Bromo-5-phenylpentane). Reaction SMILES: P(Br)(Br)(Br)(Br)Br.[Br:7]Br.P(Br)(Br)Br.[C:13]1([CH2:19][CH2:20][CH2:21][CH:22](O)[CH3:23])[CH:18]=[CH:17][CH:16]=[CH:15][CH:14]=1>C(Cl)Cl.O>[Br:7][CH:22]([CH2:21][CH2:20][CH2:19][C:13]1[CH:18]=[CH:17][CH:16]=[CH:15][CH:14]=1)[CH3:23]. Reported procedure: To a phosphorus pentabromide, prepared by addition of bromine (9.0 g.) in methylene chloride (10 ml.) to phosphorous tribromide (15.0 g.) in methylene chloride (15 ml.) at 0° C., is added 5-phenyl-2-pentanol (8.2 g.) in methylene chloride at 0° C. The mixture is stirred for 2.5 hours at 0° C. and is then allowed to warm to room temperature. Water (50 ml.) is added, the mixture stirred for one hour and the methylene chloride layer separated. The extraction is repeated and the combined extracts wa... The reactants are C(C)(C)C1OCC(CO1)(C)COCC1=CC=CC=C1 (2-isopropyl-5-benzyloxymethyl-5-methyl-1,3-dioxane), [OH-].[Na+] (NaOH). The solvent is CO (methanol). Product: C(C1=CC=CC=C1)OCC(CO)(CO)C (2-Benzyloxymethyl-2-methyl-1,3-propanediol). The yield is 32.5%. RXN SMILES: C(C1[O:9][CH2:8][C:7]([CH2:11][O:12][CH2:13][C:14]2[CH:19]=[CH:18][CH:17]=[CH:16][CH:15]=2)([CH3:10])[CH2:6][O:5]1)(C)C.[OH-].[Na+]>CO>[CH2:13]([O:12][CH2:11][C:7]([CH3:10])([CH2:8][OH:9])[CH2:6][OH:5])[C:14]1[CH:19]=[CH:18][CH:17]=[CH:16][CH:15]=1 |f:1.2|. Procedure: A 2 L 3-neck, round-bottom flask, equipped with a reflux condenser, a thermometer, and magnetic stir bar, was charged with 2-isopropyl-5-benzyloxymethyl-5-methyl-1,3-dioxane (48.5 g, 0.183 mol), IN HCI (330 mL), and methanol (600 mL). The mixture was heated to reflux for 3 h, then neutralized with 1N NaOH (~330 mL). The mixture was extracted with CH2Cl2 (600 mL), and the organic layer was separated. The aqueous layer was extracted with 250 mL of CH2 Cl2. The combined organic layer was washed wit...